Dataset: the Open Reaction Database (ORD), a public repository of structured organic reaction records. Task: describe an organic reaction: reactants, conditions, products, and yield The reactants are CCCCCCCC (octane), C1(=CC=CC=C1)C (toluene), 41, 40, FC1=CC=C(C=C1)C(C#N)C1=NC=CC=C1 (α-(4-fluorophenyl)-2-pyridinylacetonitrile), C1(=CC=CC=C1)C (toluene), [NH2-].[Na+] (sodamide), 2-(2-chloroethyl). Solvent: O (water). Conditions: temperature 90 celsius. Product: N1=C(C=CC=C1)C(C#N)CCN1C2CCC(C1)CC2 (2-pyridyl-4-(2-azabicyclo[2.2.2]oct-2-yl)butyronitrile). Reaction SMILES: FC1C=[CH:6][C:5]([CH:8]([C:11]2[CH:16]=[CH:15][CH:14]=[CH:13][N:12]=2)[C:9]#[N:10])=CC=1.[C:17]1([CH3:23])[CH:22]=[CH:21][CH:20]=[CH:19][CH:18]=1.[NH2-:24].[Na+].CCCCCCCC>O>[N:12]1[CH:13]=[CH:14][CH:15]=[CH:16][C:11]=1[CH:8]([CH2:5][CH2:6][N:24]1[CH2:23][CH:17]2[CH2:22][CH2:21][CH:20]1[CH2:19][CH2:18]2)[C:9]#[N:10] |f:2.3|. Procedure details: To solution of 41 parts of α-(4-fluorophenyl)-2-pyridinylacetonitrile (U.S. Pat. No. 3,225,054) in 350 parts of dry toluene is added 9 parts of sodamide and the mixture is stirred and heated at 90° C for 30 minutes. Heating is stopped and a solution of 40 parts of 2-(2-chloroethyl)-2-azabicyclo[2.2.2.]octane in 110 parts of dry toluene is added slowly over a period of 30 minutes. The mixture is stirred and refluxed for 6 hours before it is cooled and decomposed by the addition of water. The tolu... The reactants are [OH-].[Ca+2].[OH-] (calcium hydroxide), P(=O)(Cl)(Cl)Cl (phosphorus oxychloride), CC1(OC[C@H](O1)[C@@H]2C(=C(C(=O)O2)O)O)C (5,6-isopropylidene-L-ascorbic acid), O=C1C(O)=C(O)[C@H](O1)[C@@H](O)CO (L-ascorbic acid), phosphoric halide, COP(OC)(OC)=O (trimethylphosphoric acid), O=C1C(O)=C(O)[C@H](O1)[C@@H](O)CO (L-ascorbic acid), CC1(OC[C@H](O1)[C@@H]2C(=C(C(=O)O2)O)O)C (5,6-isopropylidene-L-ascorbic acid). Solvent: O (water), O (water), O (water), CC(=O)C (acetone), CC(=O)C (acetone), CN(C=O)C (dimethylformamide), N1=CC=CC=C1 (pyridine), O (water). Conditions: time 90 minute. Product: magnesium salt, P(=O)(O)(O)OC=1C(=O)O[C@@H](C1O)[C@@H](O)CO (L-ascorbic acid 2-phosphate). As a reaction SMILES: CC1(C)[O:6][C@H:5]([C@H:7]2[O:12][C:10](=[O:11])[C:9]([OH:13])=[C:8]2[OH:14])[CH2:4][O:3]1.O=C1O[C@H]([C@H](CO)O)C(O)=C1O.C[O:29][P:30](=O)([O:33]C)[O:31]C.[OH-].[Ca+2].[OH-].P(Cl)(Cl)(Cl)=O>O.N1C=CC=CC=1.CC(C)=O.CN(C)C=O>[P:30]([O:13][C:9]1[C:10]([O:12][C@H:7]([C@H:5]([CH2:4][OH:3])[OH:6])[C:8]=1[OH:14])=[O:11])([OH:33])([OH:31])=[O:29] |f:3.4.5|. Procedure: The above-described method is to react 5,6-isopropylidene-L-ascorbic acid or L-ascorbic acid with a phosphoric halide in a specific solvent (such as water, or a mixed solvent composed of water and acetone, dimethylformamide or trimethylphosphoric acid) in the presence of a base at temperature not higher than room temperature. More particularly, L-ascorbic derivative of which the hydroxyl groups at the 5- and 6-positions have been protected with acetone under acidic conditions (i.e., 5,6-isopropy... Reactants: C1CCOC1, COC(=O)Cc1cccc(Oc2ccc(Br)cc2CN(CCc2ccccc2)C(=O)OC)c1, CO, Cl, [Li+], [OH-]. Yields the product COC(=O)N(CCc1ccccc1)Cc1cc(Br)ccc1Oc1cccc(CC(=O)O)c1. Reaction SMILES: [CH2:37]1[O:38][CH2:39][CH2:40][CH2:41]1.[CH3:1][O:2][C:3]([CH2:4][c:5]1[cH:6][c:7]([O:11][c:12]2[c:13]([CH2:19][N:20]([CH2:21][CH2:22][c:23]3[cH:24][cH:25][cH:26][cH:27][cH:28]3)[C:29](=[O:30])[O:31][CH3:32])[cH:14][c:15]([Br:18])[cH:16][cH:17]2)[cH:8][cH:9][cH:10]1)=[O:33].[CH3:42][OH:43].[ClH:36].[Li+:34].[OH-:35]>>[O:2]=[C:3]([CH2:4][c:5]1[cH:6][c:7]([O:11][c:12]2[c:13]([CH2:19][N:20]([CH2:21][CH2:22][c:23]3[cH:24][cH:25][cH:26][cH:27][cH:28]3)[C:29](=[O:30])[O:31][CH3:32])[cH:14][c:15]([Br:18])[cH:16][cH:17]2)[cH:8][cH:9][cH:10]1)[OH:33]. The reactants are Fc1ccc(F)c(CBr)c1, O=C1CCN(Cc2ccccc2)CC1, CCOCC, [Cl-], I, [Mg], [NH4+]. The product is OC1(Cc2cc(F)ccc2F)CCN(Cc2ccccc2)CC1. Reaction SMILES: [Br:3][CH2:4][c:5]1[c:6]([F:12])[cH:7][cH:8][c:9]([F:11])[cH:10]1.[CH2:13]([c:14]1[cH:15][cH:16][cH:17][cH:18][cH:19]1)[N:20]1[CH2:21][CH2:22][C:23](=[O:26])[CH2:24][CH2:25]1.[CH3:29][CH2:30][O:31][CH2:32][CH3:33].[Cl-:27].[I:2].[Mg:1].[NH4+:28]>>[CH2:4]([c:5]1[c:6]([F:12])[cH:7][cH:8][c:9]([F:11])[cH:10]1)[C:23]1([OH:26])[CH2:22][CH2:21][N:20]([CH2:13][c:14]2[cH:15][cH:16][cH:17][cH:18][cH:19]2)[CH2:25][CH2:24]1. Starting materials: [OH-].[Na+] (sodium hydroxide), C(C)OC(=O)[C@H]1CN(CCC1)CC(CN1C2=C(CCC3=C1C=CC=C3)C=CC=C2)O ((R)-1-(3-(10,11-dihydro-5H-dibenzo[b,f]azepin-5-yl)-2-hydroxy-propyl)-3-piperidinecarboxylic acid ethyl ester), O (Water). The solvent is C(C)O (ethanol). Conditions: time 24 hour. The product is C1=CC=CC=2N(C3=C(CCC21)C=CC=C3)CC(CN3C[C@@H](CCC3)C(=O)O)O ((R)-1-(3-(10,11-Dihydro-5H-dibenzo[b,f]azepin-5-yl)-2-hydroxypropyl)-3-piperidinecarboxylic Acid). The yield is 65.0%. RXN SMILES: C([O:3][C:4]([C@@H:6]1[CH2:11][CH2:10][CH2:9][N:8]([CH2:12][CH:13]([OH:30])[CH2:14][N:15]2[C:21]3[CH:22]=[CH:23][CH:24]=[CH:25][C:20]=3[CH2:19][CH2:18][C:17]3[CH:26]=[CH:27][CH:28]=[CH:29][C:16]2=3)[CH2:7]1)=[O:5])C.[OH-].[Na+].O>C(O)C>[CH:26]1[C:17]2[CH2:18][CH2:19][C:20]3[CH:25]=[CH:24][CH:23]=[CH:22][C:21]=3[N:15]([CH2:14][CH:13]([OH:30])[CH2:12][N:8]3[CH2:9][CH2:10][CH2:11][C@@H:6]([C:4]([OH:5])=[O:3])[CH2:7]3)[C:16]=2[CH:29]=[CH:28][CH:27]=1 |f:1.2|. Reported procedure: The above ester (0.38 g, 0.93 mmol) was dissolved in ethanol (5 ml), 2 N sodium hydroxide (1.54 ml, 3.07 mmol) was added and the homogeneous mixture was stirred at room temperature for 24 h. Water (15 ml) was added and the ethanol was removed in vacuo. The aqueous solution was washed with ether (2×10 ml) and pH was adjusted to 6 by addition of 1N hydrochloric acid. The acidic mixture was extracted with dichloromethane (2×15 ml). The combined organic extracts were washed with water (20 ml), dried... Starting materials: N#CC1(NC(=O)C2CC(S(=O)(=O)c3ccccc3Cl)CN2)CC1, Cl, O=S(=O)(OCC(F)(F)C(F)(F)F)C(F)(F)F. Product: N#CC1(NC(=O)C2CC(S(=O)(=O)c3ccccc3Cl)CN2CC(F)(F)C(F)(F)F)CC1. RXN SMILES: [C:2](#[N:3])[C:4]1([NH:7][C:8](=[O:9])[CH:10]2[NH:11][CH2:12][CH:13]([S:15](=[O:16])(=[O:17])[c:18]3[c:19]([Cl:24])[cH:20][cH:21][cH:22][cH:23]3)[CH2:14]2)[CH2:5][CH2:6]1.[ClH:1].[S:25]([O:26][CH2:33][C:34]([C:35]([F:36])([F:37])[F:38])([F:39])[F:40])([C:27]([F:28])([F:29])[F:30])(=[O:31])=[O:32]>>[C:2](#[N:3])[C:4]1([NH:7][C:8](=[O:9])[CH:10]2[N:11]([CH2:33][C:34]([C:35]([F:36])([F:37])[F:38])([F:39])[F:40])[CH2:12][CH:13]([S:15](=[O:16])(=[O:17])[c:18]3[c:19]([Cl:24])[cH:20][cH:21][cH:22][cH:23]3)[CH2:14]2)[CH2:5][CH2:6]1. Starting materials: Cc1c(CCC(=O)O)c[nH]c1C=O, C1CCNCC1, CCO, O=C1Cc2cc(Cl)ccc2N1. Yields the product Cc1c(CCC(=O)O)c[nH]c1C=C1C(=O)Nc2ccc(Cl)cc21. As a reaction SMILES: [C:1](=[O:2])([OH:3])[CH2:4][CH2:5][c:6]1[c:7]([CH3:13])[c:8]([CH:11]=[O:12])[nH:9][cH:10]1.[CH2:25]1[CH2:26][CH2:27][NH:28][CH2:29][CH2:30]1.[CH3:31][CH2:32][OH:33].[Cl:14][c:15]1[cH:16][c:17]2[c:21]([cH:22][cH:23]1)[NH:20][C:19](=[O:24])[CH2:18]2>>[C:1](=[O:2])([OH:3])[CH2:4][CH2:5][c:6]1[c:7]([CH3:13])[c:8]([CH:11]=[C:18]2[c:17]3[cH:16][c:15]([Cl:14])[cH:23][cH:22][c:21]3[NH:20][C:19]2=[O:24])[nH:9][cH:10]1. The reactants are COCCN (2-methoxyethanamine), ice, ClC1=NC(=CC(=N1)Cl)COCC(F)(F)F (2,4-dichloro-6-((2,2,2-trifluoroethoxy)methyl)pyrimidine). Solvent: CO (MeOH), C(C)#N (acetonitrile). Product: ClC1=NC(=CC(=N1)NCCOC)COCC(F)(F)F (2-Chloro-N-(2-methoxyethyl)-6-((2,2,2-trifluoroethoxy)methyl)pyrimidin-4-amine). As a reaction SMILES: [CH3:1][O:2][CH2:3][CH2:4][NH2:5].[Cl:6][C:7]1[N:12]=[C:11](Cl)[CH:10]=[C:9]([CH2:14][O:15][CH2:16][C:17]([F:20])([F:19])[F:18])[N:8]=1>CO.C(#N)C>[Cl:6][C:7]1[N:12]=[C:11]([NH:5][CH2:4][CH2:3][O:2][CH3:1])[CH:10]=[C:9]([CH2:14][O:15][CH2:16][C:17]([F:20])([F:18])[F:19])[N:8]=1. Procedure details: A solution of 2-methoxyethanamine (59 μl, 0.69 mmol) in MeOH (2 mL) was added dropwise to an ice-cold solution of 2,4-dichloro-6-((2,2,2-trifluoroethoxy)methyl)pyrimidine (66 mg, 0.25 mmol) in acetonitrile (2 mL). The reaction was stirred at rt over night. The reaction mixture was concentrated in vacuo and the crude was purified by preparative HPLC to give the title compound as a solid, 43 mg (57%). Starting materials: FC(C1=NC=C(C(=N1)O)C(=O)OCC)(F)F (ethyl 2-trifluoromethyl-4-hydroxypyrimidine-5-carboxylate), [OH-].[Na+] (NaOH), Cl (HCl). Solvent: O (H2O). Product: FC(C1=NC=C(C(=N1)O)C(=O)O)(F)F (2-trifluoromethyl-4-hydroxypyrimidine-5-carboxylic acid). Yield: 52.0%. Reaction SMILES: [F:1][C:2]([F:16])([F:15])[C:3]1[N:8]=[C:7]([OH:9])[C:6]([C:10]([O:12]CC)=[O:11])=[CH:5][N:4]=1.[OH-].[Na+].Cl>O>[F:16][C:2]([F:1])([F:15])[C:3]1[N:8]=[C:7]([OH:9])[C:6]([C:10]([OH:12])=[O:11])=[CH:5][N:4]=1 |f:1.2|. Procedure details: A solution of ethyl 2-trifluoromethyl-4-hydroxypyrimidine-5-carboxylate (5.00 g, 19.4 mmol) and NaOH (0.93 g, 23.3 mmol) in H2O (20 mL) was stirred at 60° C. for 15 h. The reaction was acidified (conc. HCl) and concentrated until a solid began to form. The solid was filtered and dried to give 2-trifluoromethyl-4-hydroxypyrimidine-5-carboxylic acid (2.1 g, 53% yield); 1HNMR (DMSO-d6) δ 8.83 (s, 1H). The reactants are BrB(Br)Br, COc1ccc(C=O)cc1C(N)=O, ClCCl. Product: NC(=O)c1cc(C=O)ccc1O. RXN SMILES: [B:14]([Br:15])([Br:16])[Br:17].[C:1]([NH2:2])(=[O:3])[c:4]1[cH:5][c:6]([CH:7]=[O:8])[cH:9][cH:10][c:11]1[O:12][CH3:13].[Cl:18][CH2:19][Cl:20]>>[C:1]([NH2:2])(=[O:3])[c:4]1[cH:5][c:6]([CH:7]=[O:8])[cH:9][cH:10][c:11]1[OH:12].